This data is from the Open Reaction Database (ORD), a public repository of structured organic reaction records. The task is: describe an organic reaction: reactants, conditions, products, and yield The reactants are [BH4-], O=Cc1ccc2c(c1)C=C2, [Na+], [Na+], [OH-], O. Product: OCc1ccc2c(c1)C=C2. As a reaction SMILES: [BH4-:11].[CH:1](=[O:2])[c:3]1[cH:4][c:5]2[c:6]([cH:9][cH:10]1)[CH:7]=[CH:8]2.[Na+:12].[Na+:14].[OH-:13].[OH2:15]>>[CH2:1]([OH:2])[c:3]1[cH:4][c:5]2[c:6]([cH:9][cH:10]1)[CH:7]=[CH:8]2. The reactants are COc1ccc(C(=O)N2c3ccccc3C(O)CC2C)cc1OC, Clc1ccc2c(c1)CCCN2. The product is COc1ccc(C(=O)N2c3ccccc3C(N3CCCc4cc(Cl)ccc43)CC2C)cc1OC. RXN SMILES: [CH3:1][O:2][c:3]1[cH:4][c:5]([C:6](=[O:7])[N:8]2[CH:9]([CH3:19])[CH2:10][CH:11]([OH:18])[c:12]3[cH:13][cH:14][cH:15][cH:16][c:17]32)[cH:20][cH:21][c:22]1[O:23][CH3:24].[Cl:25][c:26]1[cH:27][c:28]2[c:33]([cH:34][cH:35]1)[NH:32][CH2:31][CH2:30][CH2:29]2>>[CH3:1][O:2][c:3]1[cH:4][c:5]([C:6](=[O:7])[N:8]2[CH:9]([CH3:19])[CH2:10][CH:11]([N:32]3[CH2:31][CH2:30][CH2:29][c:28]4[cH:27][c:26]([Cl:25])[cH:35][cH:34][c:33]43)[c:12]3[cH:13][cH:14][cH:15][cH:16][c:17]32)[cH:20][cH:21][c:22]1[O:23][CH3:24]. Reactants: OC1=CC2=CC=C(C=C2C=C1)O (2,6-dihydroxynaphthalene), C(C)(=O)OC(C)=O (acetic anhydride), C(C)(=O)O (acetic acid). Reaction conditions: time 90 minute. Yields the product C(C)(=O)OC1=CC2=CC=C(C=C2C=C1)OC(C)=O (2,6-diacetoxynaphthalene). Isolated yield 91.7%. Reaction SMILES: [OH:1][C:2]1[CH:11]=[CH:10][C:9]2[C:4](=[CH:5][CH:6]=[C:7]([OH:12])[CH:8]=2)[CH:3]=1.[C:13](OC(=O)C)(=[O:15])[CH3:14].[C:20](O)(=[O:22])[CH3:21]>>[C:13]([O:1][C:2]1[CH:11]=[CH:10][C:9]2[C:4](=[CH:5][CH:6]=[C:7]([O:12][C:20](=[O:22])[CH3:21])[CH:8]=2)[CH:3]=1)(=[O:15])[CH3:14]. Procedure details: Thereafter, a mixture of 33.2 g (0.187 mole) of the thus obtained 2,6-dihydroxynaphthalene, 15.0 g of acetic acid and 44.9 g of acetic anhydride was stirred for 90 min in an oil bath kept at 140° C. After the reaction was over, the reaction mixture was cooled to room temperature and the thus precipitated crystals were collected by filtration, washed with acetic acid and dried to obtain 41.8 g of 2,6-diacetoxynaphthalene of white in color in a yield of 91.7%. Starting materials: CCOC(C)=O, CCO, CCOC(=O)CCCOc1cnc(N(Cc2cc(C(F)(F)F)cc(C(F)(F)F)c2)Cc2cc(C(F)(F)F)ccc2Oc2cc(N(C)C)ncn2)nc1, [Na+], [OH-]. The product is CN(C)c1cc(Oc2ccc(C(F)(F)F)cc2CN(Cc2cc(C(F)(F)F)cc(C(F)(F)F)c2)c2ncc(OCCCC(=O)O)cn2)ncn1. As a reaction SMILES: [CH3:55][CH2:56][O:57][C:58](=[O:59])[CH3:60].[CH3:61][CH2:62][OH:63].[F:1][C:2]([c:3]1[cH:4][c:5]([CH2:6][N:7]([c:8]2[n:9][cH:10][c:11]([O:14][CH2:15][CH2:16][CH2:17][C:18](=[O:19])[O:20][CH2:21][CH3:22])[cH:12][n:13]2)[CH2:23][c:24]2[c:25]([O:34][c:35]3[n:36][cH:37][n:38][c:39]([N:41]([CH3:42])[CH3:43])[cH:40]3)[cH:26][cH:27][c:28]([C:30]([F:31])([F:32])[F:33])[cH:29]2)[cH:44][c:45]([C:47]([F:48])([F:49])[F:50])[cH:46]1)([F:51])[F:52].[Na+:54].[OH-:53]>>[F:1][C:2]([c:3]1[cH:4][c:5]([CH2:6][N:7]([c:8]2[n:9][cH:10][c:11]([O:14][CH2:15][CH2:16][CH2:17][C:18](=[O:19])[OH:20])[cH:12][n:13]2)[CH2:23][c:24]2[c:25]([O:34][c:35]3[n:36][cH:37][n:38][c:39]([N:41]([CH3:42])[CH3:43])[cH:40]3)[cH:26][cH:27][c:28]([C:30]([F:31])([F:32])[F:33])[cH:29]2)[cH:44][c:45]([C:47]([F:48])([F:49])[F:50])[cH:46]1)([F:51])[F:52]. The reactants are CC(C(=O)[O-])n1nc(-c2ccc(Cl)s2)n(Cc2ccccc2F)c1=O, CO, [Li+], [OH-], O. Yields the product O=C(O)Cn1nc(-c2ccc(Cl)s2)n(Cc2ccccc2F)c1=O. RXN SMILES: [CH3:1][CH:2]([C:3](=[O:4])[O-:5])[n:6]1[n:7][c:8](-[c:20]2[s:21][c:22]([Cl:25])[cH:23][cH:24]2)[n:9]([CH2:12][c:13]2[c:14]([F:19])[cH:15][cH:16][cH:17][cH:18]2)[c:10]1=[O:11].[CH3:29][OH:30].[Li+:26].[OH-:27].[OH2:28]>>[CH2:2]([C:3](=[O:4])[OH:5])[n:6]1[n:7][c:8](-[c:20]2[s:21][c:22]([Cl:25])[cH:23][cH:24]2)[n:9]([CH2:12][c:13]2[c:14]([F:19])[cH:15][cH:16][cH:17][cH:18]2)[c:10]1=[O:11].